From a dataset of the Open Reaction Database (ORD), a public repository of structured organic reaction records. describe an organic reaction: reactants, conditions, products, and yield The reactants are C1(CCC(=O)O1)=O (succinic anhydride), [OH-].[Na+] (sodium hydroxide), Cl.NC(CC1=CNC2=CC=CC=C12)C(CCC1=CC(=CC(=C1)C(F)(F)F)C(F)(F)F)=O (2-Amino-5-(3,5-bistrifluoromethylphenyl)-1-(3-indolyl)-3-pentanone Hydrochloride), Cl (hydrochloric acid). The reagents and catalysts are CN(C)C1=CC=NC=C1 (4-dimethylaminepyridine). Run in ClCCl (dichloromethane), C(C)N(CC)CC (triethylamine). Conditions: temperature -78 celsius, time 3 hour. Yields the product [Na+].FC(C=1C=C(C=C(C1)C(F)(F)F)CCC(C(CC1=CNC2=CC=CC=C12)NC(CCC(=O)[O-])=O)=O)(F)F (N-(5-(3,5-Bistrifluoromethylphenyl)-1-(3-indolyl)-3-ketopent-2-yl)-succinamic acid Sodium salt). Reaction SMILES: Cl.[NH2:2][CH:3]([C:14](=[O:31])[CH2:15][CH2:16][C:17]1[CH:22]=[C:21]([C:23]([F:26])([F:25])[F:24])[CH:20]=[C:19]([C:27]([F:30])([F:29])[F:28])[CH:18]=1)[CH2:4][C:5]1[C:13]2[C:8](=[CH:9][CH:10]=[CH:11][CH:12]=2)[NH:7][CH:6]=1.[C:32]1(=[O:38])[O:37][C:35](=[O:36])[CH2:34][CH2:33]1.Cl.[OH-].[Na+:41]>CN(C1C=CN=CC=1)C.C(N(CC)CC)C.ClCCl>[Na+:41].[F:30][C:27]([F:28])([F:29])[C:19]1[CH:18]=[C:17]([CH2:16][CH2:15][C:14](=[O:31])[CH:3]([NH:2][C:32](=[O:38])[CH2:33][CH2:34][C:35]([O-:37])=[O:36])[CH2:4][C:5]2[C:13]3[C:8](=[CH:9][CH:10]=[CH:11][CH:12]=3)[NH:7][CH:6]=2)[CH:22]=[C:21]([C:23]([F:25])([F:24])[F:26])[CH:20]=1 |f:0.1,4.5,9.10|. Procedure: To a mixture of the compound of part (e) (215 mg) and dichloromethane (3 ml) cooled to -78° C. under argon, was added with stirring dry triethylamine (70 μl). To the resulting solution was added succinic anhydride (50 mg) and 4-dimethylaminepyridine (5 mg), and the mixture was allowed to warm to room temperature. The mixture was stirred at room temperature for a further 3 hours before pouring into aqueous 2N hydrochloric acid (4 ml). The organic layer was separated, and the aqueous layer extract... Reactants: ClC1=C(C=NC2=CC(=C(C=C12)OC)OC)C#N (4-chloro-6,7-dimethoxy-3-quinolinecarbonitrile), product, NC=1C=C2C=CC=NC2=CC1 (6-aminoquinoline), Cl.N1=CC=CC=C1 (pyridine hydrochloride). Run in C(C)OCCO (2-ethoxyethanol). Product: COC=1C=C2C(=C(C=NC2=CC1OC)C#N)NC=1C=C2C=CC=NC2=CC1 (6,7-Dimethoxy-4-(quinoline-6-ylamino)-quinoline-3-carbonitrile). RXN SMILES: Cl[C:2]1[C:11]2[C:6](=[CH:7][C:8]([O:14][CH3:15])=[C:9]([O:12][CH3:13])[CH:10]=2)[N:5]=[CH:4][C:3]=1[C:16]#[N:17].[NH2:18][C:19]1[CH:20]=[C:21]2[C:26](=[CH:27][CH:28]=1)[N:25]=[CH:24][CH:23]=[CH:22]2.Cl.N1C=CC=CC=1>C(OCCO)C>[CH3:13][O:12][C:9]1[CH:10]=[C:11]2[C:6](=[CH:7][C:8]=1[O:14][CH3:15])[N:5]=[CH:4][C:3]([C:16]#[N:17])=[C:2]2[NH:18][C:19]1[CH:20]=[C:21]2[C:26](=[CH:27][CH:28]=1)[N:25]=[CH:24][CH:23]=[CH:22]2 |f:2.3|. Procedure: Using an analogous procedure to that described in Example 150, 248.7 mg (1 mmol) of 4-chloro-6,7-dimethoxy-3-quinolinecarbonitrile, 173.8 mg (1.2 mmol) of 6-aminoquinoline and 115.6 mg (1 mmol) of pyridine hydrochloride in 15 mL of 2-ethoxyethanol was refluxed for 6 hr. The work up gave 212.5 mg (59.5%) of the product as a orange solid, m.p. 241-243° C., mass (electrospray, m/e): M+H 356.8. HRCIMS: calcd 356.127 for C20H17N5O2 (M+), obsd 356.1275. Starting materials: C(C1=CC=CC=C1)OC(=O)N1[C@@H]([C@@H](CCC1)C)C(=O)O ((−)-(2S,3R)-1-((benzyloxy)carbonyl)-3-methylpiperidine-2-carboxylic acid), B.C1CCOC1 (BH3.THF). Solvent: C1CCOC1 (THF). Run at time 46 hour. Yields the product OC[C@H]1N(CCC[C@H]1C)C(=O)OCC1=CC=CC=C1 ((2S,3R)-Benzyl 2-(Hydroxymethyl)-3-methylpiperidine-1-carboxylate). Yield: 92.3%. RXN SMILES: [CH2:1]([O:8][C:9]([N:11]1[CH2:16][CH2:15][CH2:14][C@@H:13]([CH3:17])[C@H:12]1[C:18](O)=[O:19])=[O:10])[C:2]1[CH:7]=[CH:6][CH:5]=[CH:4][CH:3]=1.B.C1COCC1>C1COCC1>[OH:19][CH2:18][C@@H:12]1[C@H:13]([CH3:17])[CH2:14][CH2:15][CH2:16][N:11]1[C:9]([O:8][CH2:1][C:2]1[CH:3]=[CH:4][CH:5]=[CH:6][CH:7]=1)=[O:10] |f:1.2|. Reported procedure: To a stirred solution of (−)-(2S,3R)-1-((benzyloxy)carbonyl)-3-methylpiperidine-2-carboxylic acid (6.05 g, 21.8 mmol) in anhydrous THF (80 mL) was added BH3.THF (1 M in THF, 43.6 mL, 43.6 mmol) dropwise over 10 min at rt under nitrogen. The reaction mixture was then stirred at rt for 46 h. After this time, the reaction was quenched by the slow addition of ice cold water (10 mL) followed by 2 N HCl (20 mL). The resulting mixture was stirred at rt for 30 min and then extracted with EtOAc (3×100 mL... Reactants: Cc1nc(-n2ccc(OCc3ccccc3)cc2=O)[nH]c1C(=O)O, NCc1ccccc1. The product is Cc1nc(-n2ccc(OCc3ccccc3)cc2=O)[nH]c1C(=O)NCc1ccccc1. Reaction SMILES: [CH2:1]([c:2]1[cH:3][cH:4][cH:5][cH:6][cH:7]1)[O:8][c:9]1[cH:10][c:11](=[O:24])[n:12](-[c:15]2[nH:16][c:17]([C:21](=[O:22])[OH:23])[c:18]([CH3:20])[n:19]2)[cH:13][cH:14]1.[NH2:25][CH2:26][c:27]1[cH:28][cH:29][cH:30][cH:31][cH:32]1>>[CH2:1]([c:2]1[cH:3][cH:4][cH:5][cH:6][cH:7]1)[O:8][c:9]1[cH:10][c:11](=[O:24])[n:12](-[c:15]2[nH:16][c:17]([C:21](=[O:23])[NH:25][CH2:26][c:27]3[cH:28][cH:29][cH:30][cH:31][cH:32]3)[c:18]([CH3:20])[n:19]2)[cH:13][cH:14]1. The reactants are N1CCOCC1 (morpholine), COC1=C2C=CC(=CC2=CC(=C1OC)OC)C(=O)OC (Methyl 5,6,7-trimethoxynaphthalene-2-carboxylate), [H-].COCCO[Al+]OCCOC.[Na+].[H-] (Sodium bis(2-methoxyethoxy)aluminium hydride), COC1=C2C=CC(=CC2=CC(=C1OC)OC)C(=O)OC (methyl 5,6,7-trimethoxynaphthalene-2-carboxylate), aldehyde, [OH-].[Na+] (sodium hydroxide). Run in C1(=CC=CC=C1)C (toluene), C1(=CC=CC=C1)C (toluene), C1(=CC=CC=C1)C (toluene), C1(=CC=CC=C1)C (toluene). Conditions: time 30 minute. Yields the product COC1=C2C=CC(=CC2=CC(=C1OC)OC)C=O (5,6,7-Trimethoxynaphthalene-2-carboxaldehyde). Reaction SMILES: [CH3:1][O:2][C:3]1[C:12]([O:13][CH3:14])=[C:11]([O:15][CH3:16])[CH:10]=[C:9]2[C:4]=1[CH:5]=[CH:6][C:7]([C:17](OC)=[O:18])=[CH:8]2.[H-].COCCO[Al+]OCCOC.[Na+].[H-].N1CCOCC1.[OH-].[Na+]>C1(C)C=CC=CC=1>[CH3:1][O:2][C:3]1[C:12]([O:13][CH3:14])=[C:11]([O:15][CH3:16])[CH:10]=[C:9]2[C:4]=1[CH:5]=[CH:6][C:7]([CH:17]=[O:18])=[CH:8]2 |f:1.2.3.4,6.7|. Procedure: Methyl 5,6,7-trimethoxynaphthalene-2-carboxylate (C. L. Chen, F. D. Hostettler, Tetrahedron, 1969, 25, 3223) was reduced to the aldehyde in the following manner. Sodium bis(2-methoxyethoxy)aluminium hydride in toluene (5.6 ml, 20 mmol, 70% solution) was chilled to -20° C. under nitrogen in 20 ml of dry toluene and then 1.74 ml (20 mmol) of morpholine in 5 ml of toluene was added dropwise to it. The reaction was allowed to stir at -5° for 30 minutes, after which it was rechilled to -20° and added...